From a dataset of the Open Reaction Database (ORD), a public repository of structured organic reaction records. describe an organic reaction: reactants, conditions, products, and yield The reactants are COc1ccc(Cn2c(=O)c3cc(OCc4ccccc4)ccc3n(C3CCNCC3)c2=O)cc1OC, CC(=O)Cl, ClCCl. Yields the product COc1ccc(Cn2c(=O)c3cc(OCc4ccccc4)ccc3n(C3CCN(C(C)=O)CC3)c2=O)cc1OC. Reaction SMILES: [CH2:5]([c:6]1[cH:7][cH:8][cH:9][cH:10][cH:11]1)[O:12][c:13]1[cH:14][c:15]2[c:16](=[O:41])[n:17]([CH2:30][c:31]3[cH:32][c:33]([O:39][CH3:40])[c:34]([O:37][CH3:38])[cH:35][cH:36]3)[c:18](=[O:29])[n:19]([CH:23]3[CH2:24][CH2:25][NH:26][CH2:27][CH2:28]3)[c:20]2[cH:21][cH:22]1.[CH3:1][C:2]([Cl:3])=[O:4].[Cl:42][CH2:43][Cl:44]>>[CH3:1][C:2](=[O:4])[N:26]1[CH2:25][CH2:24][CH:23]([n:19]2[c:18](=[O:29])[n:17]([CH2:30][c:31]3[cH:32][c:33]([O:39][CH3:40])[c:34]([O:37][CH3:38])[cH:35][cH:36]3)[c:16](=[O:41])[c:15]3[cH:14][c:13]([O:12][CH2:5][c:6]4[cH:7][cH:8][cH:9][cH:10][cH:11]4)[cH:22][cH:21][c:20]32)[CH2:28][CH2:27]1. Starting materials: CCOC(=O)C(C)P(=O)(OCC)OCC, C1CCC2=NCCCN2CC1, CC#N, OCc1nnc(-c2ccncc2)n1C1CC1, O=[Mn]=O. Yields the product CCOC(=O)C(C)=Cc1nnc(-c2ccncc2)n1C1CC1. Reaction SMILES: [CH2:17]([CH3:18])[O:19][C:20]([CH:21]([CH3:22])[P:23]([O:24][CH2:25][CH3:26])([O:27][CH2:28][CH3:29])=[O:30])=[O:31].[CH2:32]1[CH2:33][CH2:34][C:35]2=[N:40][CH2:39][CH2:38][CH2:37][N:36]2[CH2:41][CH2:42]1.[CH3:43][C:44]#[N:45].[CH:1]1([n:4]2[c:5]([CH2:15][OH:16])[n:6][n:7][c:8]2-[c:9]2[cH:10][cH:11][n:12][cH:13][cH:14]2)[CH2:2][CH2:3]1.[O:46]=[Mn:47]=[O:48]>>[CH:1]1([n:4]2[c:5]([CH:15]=[C:21]([C:20]([O:19][CH2:17][CH3:18])=[O:31])[CH3:22])[n:6][n:7][c:8]2-[c:9]2[cH:10][cH:11][n:12][cH:13][cH:14]2)[CH2:2][CH2:3]1.